This data is from the Open Reaction Database (ORD), a public repository of structured organic reaction records. The task is: describe an organic reaction: reactants, conditions, products, and yield Starting materials: CN(C)CCOc1cc([N+](=O)[O-])cc(C(F)(F)F)c1, CCOC(C)=O, [H][H]. The product is CN(C)CCOc1cc(N)cc(C(F)(F)F)c1. Reaction SMILES: [CH3:1][N:2]([CH2:3][CH2:4][O:5][c:6]1[cH:7][c:8]([N+:16]([O-:17])=[O:18])[cH:9][c:10]([C:12]([F:13])([F:14])[F:15])[cH:11]1)[CH3:19].[CH3:22][CH2:23][O:24][C:25]([CH3:26])=[O:27].[H:20][H:21]>>[CH3:1][N:2]([CH2:3][CH2:4][O:5][c:6]1[cH:7][c:8]([NH2:16])[cH:9][c:10]([C:12]([F:13])([F:14])[F:15])[cH:11]1)[CH3:19].